This data is from the Open Reaction Database (ORD), a public repository of structured organic reaction records. The task is: describe an organic reaction: reactants, conditions, products, and yield The reactants are O=C([O-])[O-], COc1ccc(C(=O)Cl)c(OC)c1OC, CC(C)=O, CCOC(C)=O, [K+], [K+], O, OCCC1(c2ccccc2)CCNC1. Product: COc1ccc(C(=O)N2CCC(CCO)(c3ccccc3)C2)c(OC)c1OC. As a reaction SMILES: [C:31](=[O:32])([O-:33])[O-:34].[CH3:1][O:2][c:3]1[c:4]([C:5](=[O:6])[Cl:7])[cH:8][cH:9][c:10]([O:14][CH3:15])[c:11]1[O:12][CH3:13].[CH3:37][C:38](=[O:39])[CH3:40].[CH3:41][CH2:42][O:43][C:44](=[O:45])[CH3:46].[K+:35].[K+:36].[OH2:30].[c:16]1([C:22]2([CH2:27][CH2:28][OH:29])[CH2:23][NH:24][CH2:25][CH2:26]2)[cH:17][cH:18][cH:19][cH:20][cH:21]1>>[CH3:1][O:2][c:3]1[c:4]([C:5](=[O:6])[N:24]2[CH2:23][C:22]([c:16]3[cH:17][cH:18][cH:19][cH:20][cH:21]3)([CH2:27][CH2:28][OH:29])[CH2:26][CH2:25]2)[cH:8][cH:9][c:10]([O:14][CH3:15])[c:11]1[O:12][CH3:13]. The solvent is CCOCC (ether). Yield: 99.2%. Reaction conditions: temperature 0 celsius, time 10 minute. Yields the product OC(C=C)CCC1=CC=CC=C1 (3-Hydroxy- 5-phenyl-1-pentene). Starting materials: C(=C)[Mg]Br (Vinylmagnesium Bromide), O1CCCC1 (tetrahydrofuran), C(CCC1=CC=CC=C1)=O (Hydrocinnamaldehyde). Reported procedure: Vinylmagnesium Bromide (120 mmol, 1M) in ether was added to 80 ml of dry tetrahydrofuran and cooled under inert atmosphere to 0° C. Hydrocinnamaldehyde (8.0 ml, 61 mmol) was added dropwise, and the solution was stirred for 10 min, quenched cautiously with saturated aqueous ammonium chloride, extracted with ether, washed with saturated brine, dried over MgSO4, and concentrated to give 9.82 g (98.6%) of the crude desired product. RXN SMILES: [CH:1]([Mg]Br)=[CH2:2].O1CCCC1.[CH:10](=[O:19])[CH2:11][CH2:12][C:13]1[CH:18]=[CH:17][CH:16]=[CH:15][CH:14]=1>CCOCC>[OH:19][CH:10]([CH2:11][CH2:12][C:13]1[CH:18]=[CH:17][CH:16]=[CH:15][CH:14]=1)[CH:1]=[CH2:2]. The reactants are CS(=O)(=O)OCCCCCc1ccccc1, CN(C)C=O, N#C[Na], O. The product is N#CCCCCCc1ccccc1. As a reaction SMILES: [CH3:1][S:2]([O:3][CH2:6][CH2:7][CH2:8][CH2:9][CH2:10][c:11]1[cH:12][cH:13][cH:14][cH:15][cH:16]1)(=[O:4])=[O:5].[CH3:21][N:22]([CH3:23])[CH:24]=[O:25].[Na:17][C:18]#[N:19].[OH2:20]>>[CH2:6]([CH2:7][CH2:8][CH2:9][CH2:10][c:11]1[cH:12][cH:13][cH:14][cH:15][cH:16]1)[C:18]#[N:19]. Reactants: [Li]C, CCOCC, COc1ccc2c3c1OC1C(=O)C=CC4(OC)C(C2)N(C)CCC314, [Cl-], I[Cu]I, [NH4+], [Na+], C1CCOC1, [OH-]. The product is COc1ccc2c3c1OC1C(=O)CC(C)C4(OC)C(C2)N(C)CCC314. RXN SMILES: [CH3:1][Li:2].[CH3:36][CH2:37][O:38][CH2:39][CH3:40].[CH3:3][O:4][c:5]1[cH:6][cH:7][c:8]2[c:17]3[c:18]1[O:19][CH:15]1[C:14](=[O:24])[CH:13]=[CH:12][C:11]4([O:25][CH3:26])[CH:10]([CH2:9]2)[N:22]([CH3:23])[CH2:21][CH2:20][C:16]413.[Cl-:27].[Cu:41]([I:42])[I:43].[NH4+:28].[Na+:30].[O:31]1[CH2:32][CH2:33][CH2:34][CH2:35]1.[OH-:29]>>[CH3:1][CH:12]1[C:11]2([O:25][CH3:26])[CH:10]3[CH2:9][c:8]4[cH:7][cH:6][c:5]([O:4][CH3:3])[c:18]5[c:17]4[C:16]2([CH:15]([C:14](=[O:24])[CH2:13]1)[O:19]5)[CH2:20][CH2:21][N:22]3[CH3:23]. The reactants are NC(NCCC[C@@H](NC(=O)OC(C)(C)C)C(=O)NCC1=CC=C(C=C1)Cl)=N[N+](=O)[O-] ((R)-N5 -[amino(nitroimino)methyl]-N2 -(tert.-butoxycarbonyl)-N-[(4-chlorophenyl)-methyl]-ornithinamide), FC(C(=O)O)(F)F (trifluoroacetic acid). Run in ClCCl (dichloromethane). Product: NC(NCCC[C@@H](N)C(=O)NCC1=CC=C(C=C1)Cl)=N[N+](=O)[O-] ((R)-N5 -[Amino (nitroimino) methyl]-N-[(4-chlorophenyl)-methyl]-ornithinamide). As a reaction SMILES: [NH2:1][C:2](=[N:27][N+:28]([O-:30])=[O:29])[NH:3][CH2:4][CH2:5][CH2:6][C@H:7]([C:16]([NH:18][CH2:19][C:20]1[CH:25]=[CH:24][C:23]([Cl:26])=[CH:22][CH:21]=1)=[O:17])[NH:8]C(OC(C)(C)C)=O.FC(F)(F)C(O)=O>ClCCl>[NH2:1][C:2](=[N:27][N+:28]([O-:30])=[O:29])[NH:3][CH2:4][CH2:5][CH2:6][C@H:7]([C:16]([NH:18][CH2:19][C:20]1[CH:25]=[CH:24][C:23]([Cl:26])=[CH:22][CH:21]=1)=[O:17])[NH2:8]. Reported procedure: Prepared analogously to Example 23b) from (R)-N5 -[amino(nitroimino)methyl]-N2 -(tert.-butoxycarbonyl)-N-[(4-chlorophenyl)-methyl]-ornithinamide by treating with trifluoroacetic acid in dichloromethane. Starting materials: C1=CC=C(C=C1)P(CCCP(C2=CC=CC=C2)C3=CC=CC=C3)C4=CC=CC=C4 (DPPP), C([O-])([O-])=O.[K+].[K+] (potassium carbonate), BrC=1C=CC2=C(N(C(=N2)C)C2=NC(=NC=N2)N)C1 (4-(6-bromo-2-methyl-1H-benzo[d]imidazol-1-yl)-1,3,5-triazin-2-amine), C(#C)C1(C2CCC(C1)C2)O (2-ethynylbicyclo[2.2.1]heptan-2-ol). Reagents/catalysts: C(C)(=O)[O-].[Pd+2].C(C)(=O)[O-] (palladium(II) acetate), [Cu]I (copper(I) iodide). The solvent is CN(C)C=O (DMF). Conditions: temperature 120 celsius. Yields the product NC1=NC(=NC=N1)N1C(=NC2=C1C=C(C=C2)C#CC2(C1CCC(C2)C1)O)C (2-((1-(4-amino-1,3,5-triazin-2-yl)-2-methyl-1H-benzo[d]imidazol-6-yl)ethynyl)bicyclo[2.2.1]heptan-2-ol). The yield is 7.8%. RXN SMILES: Br[C:2]1[CH:3]=[CH:4][C:5]2[N:9]=[C:8]([CH3:10])[N:7]([C:11]3[N:16]=[CH:15][N:14]=[C:13]([NH2:17])[N:12]=3)[C:6]=2[CH:18]=1.[C:19]([C:21]1([OH:28])[CH2:26][CH:25]2[CH2:27][CH:22]1[CH2:23][CH2:24]2)#[CH:20].C1C=CC(P(C2C=CC=CC=2)CCCP(C2C=CC=CC=2)C2C=CC=CC=2)=CC=1.C(=O)([O-])[O-].[K+].[K+]>CN(C=O)C.C([O-])(=O)C.[Pd+2].C([O-])(=O)C.[Cu]I>[NH2:17][C:13]1[N:14]=[CH:15][N:16]=[C:11]([N:7]2[C:6]3[CH:18]=[C:2]([C:20]#[C:19][C:21]4([OH:28])[CH2:26][CH:25]5[CH2:27][CH:22]4[CH2:23][CH2:24]5)[CH:3]=[CH:4][C:5]=3[N:9]=[C:8]2[CH3:10])[N:12]=1 |f:3.4.5,7.8.9|. Procedure: A mixture of 4-(6-bromo-2-methyl-1H-benzo[d]imidazol-1-yl)-1,3,5-triazin-2-amine (200 mg, 0.66 mmol) and 2-ethynylbicyclo[2.2.1]heptan-2-ol (85 mg, 1.3 mmol) in DMF (2.5 mL) was treated with palladium(II) acetate (16 mg, 0.07 mmol), DPPP (58 mg, 0.14 mmol), copper(I) iodide (5 mg, 0.04 mmol) and potassium carbonate (180 mg, 1.3 mmol), then the mixture was heated at 120° C. for 40 min under microwave irradiation. After cooling to RT, the reaction mixture was filtered and the filtrate concentrated...